Dataset: the Open Reaction Database (ORD), a public repository of structured organic reaction records. Task: describe an organic reaction: reactants, conditions, products, and yield Reactants: COC=1C=C(C=O)C=CC1OC (3,4-dimethoxybenzaldehyde), C(C)(=O)[O-].[NH4+] (ammonium acetate), [N+](=O)([O-])C (nitromethane). The solvent is C(C)(=O)O (acetic acid). Yields the product COC=1C=C(C=CC1OC)CC[N+](=O)[O-] (1-(3,4-Dimethoxyphenyl)-2-nitroethane). Reaction SMILES: [CH3:1][O:2][C:3]1[CH:4]=[C:5]([CH:8]=[CH:9][C:10]=1[O:11][CH3:12])[CH:6]=O.C([O-])(=O)C.[NH4+].[N+:18]([CH3:21])([O-:20])=[O:19]>C(O)(=O)C>[CH3:1][O:2][C:3]1[CH:4]=[C:5]([CH2:6][CH2:21][N+:18]([O-:20])=[O:19])[CH:8]=[CH:9][C:10]=1[O:11][CH3:12] |f:1.2|. Procedure details: In a 1 l. r.b. flask 100 g. (0.6 mole) of 3,4-dimethoxybenzaldehyde, 40 g. (0.52 mole) of ammonium acetate, 50 ml. (0.93 mole) of nitromethane, and 400 ml. of glacial acetic acid were combined and refluxed for 2 hours. The solution was then cooled to room temperature overnight. Yellow crystals were then collected via suction filtration and washed with hexane and ether. 73 g. of desired product were collected with m.p. 133°-134° C. Procedure details: To 130 ml of benzene are added 14.7 g of 1-phenyl-2-piperidinoethanol, 7.1 g of diketene and 1 ml of triethylamine. The mixture is refluxed under heating for three hours. The reaction mixture is concentrated under reduced pressure to give 22 g of 1-phenyl-2-piperidinoethyl acetoacetate. A mixture of 22 of 1-phenyl-2-piperidinoethyl acetoacetate, 10.6 g of m-nitrobenzaldehyde and 12.7 g of (2-furyl)methyl β-aminocrotonate in 130 ml of isopropanol is refluxed under heating for 12 hours. The reacti... Isolated yield 106.2%. The solvent is C(C)N(CC)CC (triethylamine). Starting materials: C1=CC=CC=C1 (benzene), C1(=CC=CC=C1)C(CN1CCCCC1)O (1-phenyl-2-piperidinoethanol), C=C1CC(=O)O1 (diketene). Yields the product C(CC(=O)C)(=O)OC(CN1CCCCC1)C1=CC=CC=C1 (1-phenyl-2-piperidinoethyl acetoacetate). As a reaction SMILES: C1C=CC=CC=1.[C:7]1([CH:13]([OH:21])[CH2:14][N:15]2[CH2:20][CH2:19][CH2:18][CH2:17][CH2:16]2)[CH:12]=[CH:11][CH:10]=[CH:9][CH:8]=1.[CH2:22]=[C:23]1[O:27][C:25](=[O:26])[CH2:24]1>C(N(CC)CC)C>[C:25]([O:21][CH:13]([C:7]1[CH:8]=[CH:9][CH:10]=[CH:11][CH:12]=1)[CH2:14][N:15]1[CH2:20][CH2:19][CH2:18][CH2:17][CH2:16]1)(=[O:26])[CH2:24][C:23]([CH3:22])=[O:27]. Starting materials: C1(CC1)CNC(NC1=CC=C(C(=O)N2CCN(CC2)CC2=CC=C(S2)C(=O)O)C=C1)=O (5-((4-(4-(3-(Cyclopropylmethyl)ureido)benzoyl)piperazin-1-yl)methyl)-thiophene-2-carboxylic acid), CCCP1(=O)OP(=O)(OP(=O)(O1)CCC)CCC (1-Propanephosphonic acid cyclic anhydride), C(C)(C)N(C(C)C)CC (N,N-diisopropylethylamine), C(C)(C)(CC)N (tert-pentylamine). The solvent is ClCCl (dichloromethane). Reaction conditions: time 1 hour. Yields the product C1(CC1)CNC(NC1=CC=C(C(=O)N2CCN(CC2)CC2=CC=C(S2)C(=O)NC(C)(C)CC)C=C1)=O (5-((4-(4-(3-(Cyclopropylmethyl)ureido)benzoyl)piperazin-1-yl)methyl)-N-tert-pentylthiophene-2-carboxamide). Isolated yield 4.3%. As a reaction SMILES: [CH:1]1([CH2:4][NH:5][C:6](=[O:31])[NH:7][C:8]2[CH:30]=[CH:29][C:11]([C:12]([N:14]3[CH2:19][CH2:18][N:17]([CH2:20][C:21]4[S:25][C:24]([C:26]([OH:28])=O)=[CH:23][CH:22]=4)[CH2:16][CH2:15]3)=[O:13])=[CH:10][CH:9]=2)[CH2:3][CH2:2]1.C(N(CC)C(C)C)(C)C.[C:41]([NH2:46])([CH2:44][CH3:45])([CH3:43])[CH3:42].CCCP1(OP(CCC)(=O)OP(CCC)(=O)O1)=O>ClCCl>[CH:1]1([CH2:4][NH:5][C:6](=[O:31])[NH:7][C:8]2[CH:9]=[CH:10][C:11]([C:12]([N:14]3[CH2:15][CH2:16][N:17]([CH2:20][C:21]4[S:25][C:24]([C:26]([NH:46][C:41]([CH2:44][CH3:45])([CH3:43])[CH3:42])=[O:28])=[CH:23][CH:22]=4)[CH2:18][CH2:19]3)=[O:13])=[CH:29][CH:30]=2)[CH2:3][CH2:2]1. Reported procedure: 5-((4-(4-(3-(Cyclopropylmethyl)ureido)benzoyl)piperazin-1-yl)methyl)-thiophene-2-carboxylic acid (100 mg, 0.226 mmol), N,N-diisopropylethylamine (99 mg, 0.127 mL, 0.452 mmol) and tert-pentylamine (39 mg, 0.452 mmol) were combined and stirred in dichloromethane. 1-Propanephosphonic acid cyclic anhydride (216 mg, 0.202 mL, 0.339 mmol, 50% solution in ethyl acetate) was added and the reaction stirred for 1 hour at room temperature. The reaction mixture was washed with saturated sodium bicarbonate s... Starting materials: ClC1=CC=C2C=CNC2=C1 (6-chloro-1H-indole), CN1CCC(CC1)=O (1-methyl-4-piperidone). Yields the product ClC1=CC=C2C(=CNC2=C1)C=1CCN(CC1)C (6-chloro-3-(1-methyl-1,2,3,6-tetrahydropyridin-4-yl)-1H-indole). Isolated yield 104.4%. As a reaction SMILES: [Cl:1][C:2]1[CH:10]=[C:9]2[C:5]([CH:6]=[CH:7][NH:8]2)=[CH:4][CH:3]=1.[CH3:11][N:12]1[CH2:17][CH2:16][C:15](=O)[CH2:14][CH2:13]1>>[Cl:1][C:2]1[CH:10]=[C:9]2[C:5]([C:6]([C:15]3[CH2:16][CH2:17][N:12]([CH3:11])[CH2:13][CH:14]=3)=[CH:7][NH:8]2)=[CH:4][CH:3]=1. Procedure: Beginning with 1.00 gm (6.6 mmol) 6-chloro-1H-indole and 1.6 mL (13.0 mMol) 1-methyl-4-piperidone, 1.7 gm (100%) of the title compound were recovered as a pale yellow solid. Reactants: [C@@H]12CNCC[C@H]2CN1C1=NC2=CC=CC=C2N=C1 ((1R,6S)-2-(3,8-diaza-bicyclo[4.2.0]oct-8-yl)quinoxaline), S1C(=CC=C1)C1=C(C(=O)O)C=CC=C1 (2-thiophen-2-yl-benzoic acid), CC1=NC(=NC(=C1)C)N1C[C@@H]2CCNC[C@H]12 ((1R,6S)8-(4,6-dimethyl-pyrimidin-2-yl)-3,8-diaza-bicyclo[4.2.0]octane), N1=CC(=CC=C1)C1=C(C(=O)O)C=CC=C1 (2-pyridin-3-yl-benzoic acid). Yields the product N1=CC(=CC=C1)C1=C(C=CC=C1)C(=O)N1C[C@@H]2N(C[C@@H]2CC1)C1=NC2=CC=CC=C2N=C1 ((1R,6S)(2-Pyridin-3-yl-phenyl)-(8-quinoxalin-2-yl-3,8-diaza-bicyclo[4.2.0]oct-3-yl)-methanone). As a reaction SMILES: [C@@H:1]12[N:8]([C:9]3[CH:18]=[N:17][C:16]4[C:11](=[CH:12][CH:13]=[CH:14][CH:15]=4)[N:10]=3)[CH2:7][C@@H:6]1[CH2:5][CH2:4][NH:3][CH2:2]2.CC1C=C(C)N=C(N2[C@@H]3[C@@H](CCNC3)C2)N=1.[N:35]1[CH:40]=[CH:39][CH:38]=[C:37]([C:41]2[CH:49]=[CH:48][CH:47]=[CH:46][C:42]=2[C:43](O)=[O:44])[CH:36]=1.S1C=CC=C1C1C=CC=CC=1C(O)=O>>[N:35]1[CH:40]=[CH:39][CH:38]=[C:37]([C:41]2[CH:49]=[CH:48][CH:47]=[CH:46][C:42]=2[C:43]([N:3]2[CH2:4][CH2:5][C@@H:6]3[C@@H:1]([N:8]([C:9]4[CH:18]=[N:17][C:16]5[C:11](=[CH:12][CH:13]=[CH:14][CH:15]=5)[N:10]=4)[CH2:7]3)[CH2:2]2)=[O:44])[CH:36]=1. Reported procedure: The title compound was prepared in a manner analogous to Example 1, substituting (1R,6S)-2-(3,8-diaza-bicyclo[4.2.0]oct-8-yl)quinoxaline (Intermediate 3) for (1R,6S)8-(4,6-dimethyl-pyrimidin-2-yl)-3,8-diaza-bicyclo[4.2.0]octane and 2-pyridin-3-yl-benzoic acid for 2-thiophen-2-yl-benzoic acid. MS (ESI) mass calcd. for C26H23N5O, 421.49; m/z found, 422.2 [M+H]+. 1H NMR (400 MHz, CDCl3): 8.79-8.44 (m, 2H), 8.27-8.26 (m, 9H), 6.83-6.13 (m, 2H), 4.78-3.77 (m, 4H), 3.73-3.32 (m, 2H), 3.18-2.58 (m, 2H)... Reactants: O=CC1=CC=C(OC)C=C1. Reagents/catalysts: N=1C=C(C(=C2C=CC3=C(N=CC(=C3C)C)C12)C)C, NC, O1BOC(C)(C)C1(C)C, O1B(OC(C)(C)C1(C)C)B2OC(C)(C)C(O2)(C)C, C[OH2+].C[OH2+].C1CC=CCCC=C1.C1CC=CCCC=C1.[Ir].[Ir]. The solvent is O1CCCC1. Reaction conditions: temperature 90 celsius, time 12 hour. Product: O=CC1=CC=C(OC)C(=C1)B2OC(C)(C)C(O2)(C)C. The yield is 70.0%. Starting materials: BrC1=C2CCC(NC2=CC=C1F)C (5-bromo-6-fluoro-1,2,3,4-tetrahydroquinaldine), C(C)(=O)OC(C)=O (acetic anhydride), [OH-].[Na+] (sodium hydroxide). Reagents/catalysts: S(O)(O)(=O)=O (sulfuric acid). Reaction conditions: temperature 20 celsius. The product is C(C)(=O)N1C(C)CCC2=C(C(=CC=C12)F)Br (N-acetyl-5-bromo-6-fluoro-1,2,3,4-tetrahydroquinaldine). Reaction SMILES: [Br:1][C:2]1[C:11]([F:12])=[CH:10][CH:9]=[C:8]2[C:3]=1[CH2:4][CH2:5][CH:6]([CH3:13])[NH:7]2.[OH-].[Na+].[C:16](OC(=O)C)(=[O:18])[CH3:17]>S(=O)(=O)(O)O>[C:16]([N:7]1[C:8]2[C:3](=[C:2]([Br:1])[C:11]([F:12])=[CH:10][CH:9]=2)[CH2:4][CH2:5][CH:6]1[CH3:13])(=[O:18])[CH3:17] |f:1.2|. Reported procedure: To 6.0 g of 5-bromo-6-fluoro-1,2,3,4-tetrahydroquinaldine was added 50 ml of acetic anhydride and one drop of concentrated sulfuric acid. The solution was heated on a steam bath for two hours, then cooled to about 20° C. The solution was basified with 10% sodium hydroxide solution. The solution was extracted with chloroform, and the chloroform extracts were evaporated to provide an oil which was distilled in vacuo to provide N-acetyl-5-bromo-6-fluoro-1,2,3,4-tetrahydroquinaldine. The structural ...